This data is from the Open Reaction Database (ORD), a public repository of structured organic reaction records. The task is: describe an organic reaction: reactants, conditions, products, and yield Reactants: CCO, CCOC(=O)C1C(c2ccc(F)cc2)c2ccccc2C1c1ccc2c(c1)OCO2, CCOC(=O)C1=C(c2ccc3c(c2)OCO3)c2ccccc2C1c1ccc(F)cc1. The product is O=C(O)C1C(c2ccc(F)cc2)c2ccccc2C1c1ccc2c(c1)OCO2. Reaction SMILES: [CH3:61][CH2:62][OH:63].[F:1][c:2]1[cH:3][cH:4][c:5]([CH:8]2[CH:9]([C:26](=[O:27])[O:28][CH2:29][CH3:30])[CH:10]([c:17]3[cH:18][c:19]4[c:20]([cH:21][cH:22]3)[O:23][CH2:24][O:25]4)[c:11]3[cH:12][cH:13][cH:14][cH:15][c:16]32)[cH:6][cH:7]1.[F:31][c:32]1[cH:33][cH:34][c:35]([CH:36]2[c:37]3[c:38]([cH:39][cH:40][cH:41][cH:42]3)[C:43]([c:44]3[cH:45][cH:46][c:47]4[c:51]([cH:52]3)[O:50][CH2:49][O:48]4)=[C:53]2[C:54]([O:55][CH2:56][CH3:57])=[O:58])[cH:59][cH:60]1>>[F:1][c:2]1[cH:3][cH:4][c:5]([CH:8]2[CH:9]([C:26](=[O:27])[OH:28])[CH:10]([c:17]3[cH:18][c:19]4[c:20]([cH:21][cH:22]3)[O:23][CH2:24][O:25]4)[c:11]3[cH:12][cH:13][cH:14][cH:15][c:16]32)[cH:6][cH:7]1. Reactants: C1(=CC=CC=C1)C1=C(C=C(C(OC2OCCCC2)CO)C=C1)C (2-(4-Phenylhydroxymethyl-3-methylbenzyloxy)tetrahydropyran), C(C)O (ethanol). The reagents and catalysts are [C].[Pd] (palladium carbon). Conditions: time 6 day. Product: C(C1=CC=CC=C1)C1=C(C=C(COC2OCCCC2)C=C1)C (2-(4-benzyl-3-methylbenzyloxy)tetrahydropyran). Reaction SMILES: [C:1]1([C:7]2[CH:22]=[CH:21][C:10]([CH:11](CO)[O:12][CH:13]3[CH2:18][CH2:17][CH2:16][CH2:15][O:14]3)=[CH:9][C:8]=2[CH3:23])[CH:6]=[CH:5][CH:4]=[CH:3][CH:2]=1.[CH2:24](O)C>[C].[Pd]>[CH2:1]([C:7]1[CH:22]=[CH:21][C:10]([CH2:11][O:12][CH:13]2[CH2:18][CH2:17][CH2:16][CH2:15][O:14]2)=[CH:9][C:8]=1[CH3:23])[C:6]1[CH:24]=[CH:2][CH:3]=[CH:4][CH:5]=1 |f:2.3|. Procedure: 2-(4-Phenylhydroxymethyl-3-methylbenzyloxy)tetrahydropyran (2.5 g, 8 millimol) was dissolved in ethanol (20 ml). 5%-palladium carbon was added at a catalytic amount, and stirred at room temperature under hydrogen atmosphere for 6 days. After the insoluble material was distilled away, the filtrate was concentrated, and the residue was separated and purified by using a silica-gel column chromatography (ethyl acetatee:n-hexane=1:3) to give the title compound (1.65 g, 5.6 millimol).